From a dataset of the Open Reaction Database (ORD), a public repository of structured organic reaction records. describe an organic reaction: reactants, conditions, products, and yield The reactants are C(C)(C)(C)OC(=O)N1C=CC=2C1=NC(=C(N2)Br)Cl (2-bromo-3-chloro-pyrrolo[2,3-b]pyrazine-5-carboxylic acid tert-butyl ester), C=O (methanal), [OH-].[Na+] (NaOH), Cl (HCl). Solvent: O1CCOCC1 (1,4-dioxane), O (water). Conditions: time 16 hour. Yields the product BrC=1N=C2C(=NC1Cl)N(C=C2CO)CO ((2-bromo-3-chloro-7-hydroxymethyl-pyrrolo[2,3-b]pyrazin-5-yl)-methanol). The yield is 83.6%. RXN SMILES: C(O[C:6]([N:8]1[C:12]2=[N:13][C:14]([Cl:18])=[C:15]([Br:17])[N:16]=[C:11]2[CH:10]=[CH:9]1)=[O:7])(C)(C)C.[CH2:19]=[O:20].[OH-].[Na+].Cl>O1CCOCC1.O>[Br:17][C:15]1[N:16]=[C:11]2[C:10]([CH2:19][OH:20])=[CH:9][N:8]([CH2:6][OH:7])[C:12]2=[N:13][C:14]=1[Cl:18] |f:2.3|. Procedure: To a stirred solution of 2-bromo-3-chloro-pyrrolo[2,3-b]pyrazine-5-carboxylic acid tert-butyl ester (6.0 g, 18.0 mmol) in 1,4-dioxane (100 mL) was added methanal (5.4 g, 180.4 mmol) and 1 M NaOH solution (54 mL) and the reaction mixture was stirred at room temperature for 16 h. 1.2 N HCl was added into the reaction mixture until the mixture reached pH 7. The reaction mixture was concentrated in vacuo and the residue obtained was diluted with water (50 mL) and extracted with ethyl acetate (150 mL... The reactants are COC(N)=O (carbamic acid methyl ester), O1CCOCC1 (dioxane), N (ammonia), C1(CCCC1)CN (cyclopentylmethylamine). Product: 2-methoxy-5-methyl-benzamido, C1(CCCC1)NC(NC)=O (N'-cyclopentyl-methyl-urea). Reaction SMILES: CO[C:3](=O)[NH2:4].[CH:6]1(CN)[CH2:10][CH2:9][CH2:8][CH2:7]1.[NH3:13].[O:14]1[CH2:19]COCC1>>[CH:6]1([NH:13][C:19](=[O:14])[NH:4][CH3:3])[CH2:7][CH2:8][CH2:9][CH2:10]1. Procedure details: 20.3 g of N-[4-(β-<2-methoxy-5-methyl-benzamido>-ethyl)-benzensulfonyl]-carbamic acid methyl ester (melting point 169° - 171° C) were dissolved in 100 ml of dioxane. After addition of 4.95 g of cyclopentylmethylamine, the whole was heated for 1 hour to the boiling temperature, under reflux. The clear solution was poured in a very diluted (about 0.25 %) aqueous ammonia solution, filtered with the use of charcoal and the filtrate was acidified with dilute hydrochloric acid. The N-[4-(β-<2-methoxy-... The solvent is CN1C(CCC1)=O (N-methyl-2-pyrrolidone), C(C)(=O)OCC (ethyl acetate), O (water). As a reaction SMILES: [C:1]([O:4][C@@H:5]1[C@@H:10]([O:11][C:12](=[O:14])[CH3:13])[C@H:9]([O:15][C:16](=[O:18])[CH3:17])[C@@H:8]([CH2:19][O:20][C:21](=[O:23])[CH3:22])[O:7][C@H:6]1[C:24]1[CH:29]=[CH:28][C:27]([CH3:30])=[C:26]([CH2:31][C:32]2[S:33][C:34](Br)=[CH:35][CH:36]=2)[CH:25]=1)(=[O:3])[CH3:2].C([Sn](CCCC)(CCCC)[C:43]1[CH:44]=[CH:45][C:46]([C:49]#[N:50])=[N:47][CH:48]=1)CCC>CN1CCCC1=O.C(OCC)(=O)C.O.Cl[Pd](Cl)([P](C1C=CC=CC=1)(C1C=CC=CC=1)C1C=CC=CC=1)[P](C1C=CC=CC=1)(C1C=CC=CC=1)C1C=CC=CC=1.[Cu]I>[C:1]([O:4][C@@H:5]1[C@@H:10]([O:11][C:12](=[O:14])[CH3:13])[C@H:9]([O:15][C:16](=[O:18])[CH3:17])[C@@H:8]([CH2:19][O:20][C:21](=[O:23])[CH3:22])[O:7][C@H:6]1[C:24]1[CH:29]=[CH:28][C:27]([CH3:30])=[C:26]([CH2:31][C:32]2[S:33][C:34]([C:43]3[CH:44]=[CH:45][C:46]([C:49]#[N:50])=[N:47][CH:48]=3)=[CH:35][CH:36]=2)[CH:25]=1)(=[O:3])[CH3:2] |^1:75,94|. Reactants: C(C)(=O)O[C@H]1[C@@H](O[C@@H]([C@H]([C@@H]1OC(C)=O)OC(C)=O)COC(C)=O)C1=CC(=C(C=C1)C)CC=1SC(=CC1)Br (1-(2,3,4,6-Tetra-O-acetyl-β-D-glucopyranosyl)-3-(5-bromo-2-thienylmethyl)-4-methylbenzene), C(CCC)[Sn](C=1C=CC(=NC1)C#N)(CCCC)CCCC (tri-n-butyl(2-cyano-5-pyridyl)tin). Conditions: temperature 100 celsius, time 4 hour. The product is C(C)(=O)O[C@H]1[C@@H](O[C@@H]([C@H]([C@@H]1OC(C)=O)OC(C)=O)COC(C)=O)C1=CC(=C(C=C1)C)CC=1SC(=CC1)C=1C=CC(=NC1)C#N (1-(2,3,4,6-tetra-O-acetyl-β-D-glucopyranosyl)-3-(5-(2-cyano-5-pyridyl)-2-thienylmethyl)-4-methylbenzene). Procedure details: 1-(2,3,4,6-Tetra-O-acetyl-β-D-glucopyranosyl)-3-(5-bromo-2-thienylmethyl)-4-methylbenzene (597 mg) obtained in Example 159-(1) was dissolved in N-methyl-2-pyrrolidone (10 ml) and added thereto were tri-n-butyl(2-cyano-5-pyridyl)tin (590 mg), dichlorobis(triphenylphosphine)palladium(II) (70 mg) and copper(I)iodide (19 mg). The mixture was heated under stirring at 100° C. for 4 hours. The reaction solution was cooled and diluted with ethyl acetate and water. The organic layer was washed with water... The yield is 56.6%. The reagents and catalysts are [Cu]I (copper(I)iodide), Cl[Pd]([P](C1=CC=CC=C1)(C2=CC=CC=C2)C3=CC=CC=C3)([P](C4=CC=CC=C4)(C5=CC=CC=C5)C6=CC=CC=C6)Cl (dichlorobis(triphenylphosphine)palladium(II)). Starting materials: CC(CC(=O)Cl)C (3-methylbutanoyl chloride), Cl.CN1CCN(CC1)C1=NC(=NC(=C1)C1=CC=C2CCNCC2=C1)N (4-(4-methylpiperazin-1-yl)-6-(1,2,3,4-tetrahydroisoquinolin-7-yl)pyrimidin-2-amine HCl salt). The product is CC(CC(=O)N1CC2=CC(=CC=C2CC1)C1=NC(=NC(=C1)N1CCN(CC1)C)N)C (4-[2-(3-Methylbutanoyl)-1,2,3,4-tetrahydroisoquinolin-7-yl]-6-(4-methylpiperazin-1-yl)pyrimidin-2-amine). Reaction SMILES: [CH3:1][CH:2]([CH3:7])[CH2:3][C:4](Cl)=[O:5].Cl.[CH3:9][N:10]1[CH2:15][CH2:14][N:13]([C:16]2[CH:21]=[C:20]([C:22]3[CH:31]=[C:30]4[C:25]([CH2:26][CH2:27][NH:28][CH2:29]4)=[CH:24][CH:23]=3)[N:19]=[C:18]([NH2:32])[N:17]=2)[CH2:12][CH2:11]1>>[CH3:1][CH:2]([CH3:7])[CH2:3][C:4]([N:28]1[CH2:27][CH2:26][C:25]2[C:30](=[CH:31][C:22]([C:20]3[CH:21]=[C:16]([N:13]4[CH2:12][CH2:11][N:10]([CH3:9])[CH2:15][CH2:14]4)[N:17]=[C:18]([NH2:32])[N:19]=3)=[CH:23][CH:24]=2)[CH2:29]1)=[O:5] |f:1.2|. Procedure: This compound was prepared by using procedures analogous to those described for the synthesis of Example 2 starting from 3-methylbutanoyl chloride (Aldrich, Cat. #157422) and 4-(4-methylpiperazin-1-yl)-6-(1,2,3,4-tetrahydroisoquinolin-7-yl)pyrimidin-2-amine HCl salt. Analytic LCMS (M+H)+: m/z=409.2.